describe an organic reaction: reactants, conditions, products, and yield From a dataset of the Open Reaction Database (ORD), a public repository of structured organic reaction records. Starting materials: CC1=C(C=O)C(=CC(=C1)C)C (2,4,6-trimethylbenzaldehyde), C(C)OC(CC(=O)CCl)=O (4-chloroacetoacetic acid ethyl ester), N1CCCCC1 (piperidine), C(C)(=O)O (acetic acid). Run in C1=CC=CC=C1 (benzene), O (water), C(C)(=O)OCC (ethyl acetate). Run at time 6 hour. The product is C(C)OC(C(C(CCl)=O)=CC1=C(C=C(C=C1C)C)C)=O (2-(2,4,6-Trimethylbenzylidene)-3-oxo-4-chlorobutyric acid ethyl ester). Isolated yield 39.0%. Reaction SMILES: [CH3:1][C:2]1[CH:9]=[C:8]([CH3:10])[CH:7]=[C:6]([CH3:11])[C:3]=1[CH:4]=O.[CH2:12]([O:14][C:15](=[O:21])[CH2:16][C:17]([CH2:19][Cl:20])=[O:18])[CH3:13].N1CCCCC1.C(O)(=O)C>C1C=CC=CC=1.C(OCC)(=O)C.O>[CH2:12]([O:14][C:15](=[O:21])[C:16](=[CH:4][C:3]1[C:2]([CH3:1])=[CH:9][C:8]([CH3:10])=[CH:7][C:6]=1[CH3:11])[C:17](=[O:18])[CH2:19][Cl:20])[CH3:13]. Procedure: 90 g of 2,4,6-trimethylbenzaldehyde, 150 g of 4-chloroacetoacetic acid ethyl ester, 2.6 ml of piperidine and 7 ml of glacial acetic acid were dissolved in 60 ml of benzene and the solution was boiled for 6 hours using a water separator. 200 ml of ethyl acetate were added to the cooled solution, the solution was extracted in each case once with saturated sodium bicarbonate solution, water and 1 M citric acid solution and the extract was dried over magnesium sulphate and evaporated. The crude prod... Starting materials: C(C)(C)(C)OC(=O)N(CC1=C(C(=CC=C1Cl)[N+](=O)[O-])Cl)C=1C=CC=C2C=CC(=NC12)C (8-(N-tert-Butoxycarbonyl-N-(2,6-dichloro-3-nitrobenzyl)amino]-2-methylquinoline), C(C)(=O)OCC.Cl (hydrogen chloride-ethyl acetate). Yields the product Cl.Cl.ClC1=C(CNC=2C=CC=C3C=CC(=NC23)C)C(=CC=C1[N+](=O)[O-])Cl (8-[(2,6-dichloro-3-nitrobenzyl)amino]-2-methylquinoline dihydrochloride). Reaction SMILES: C(OC([N:8]([C:21]1[CH:22]=[CH:23][CH:24]=[C:25]2[C:30]=1[N:29]=[C:28]([CH3:31])[CH:27]=[CH:26]2)[CH2:9][C:10]1[C:15]([Cl:16])=[CH:14][CH:13]=[C:12]([N+:17]([O-:19])=[O:18])[C:11]=1[Cl:20])=O)(C)(C)C.C(OCC)(=O)C.[ClH:38]>>[ClH:16].[ClH:38].[Cl:20][C:11]1[C:12]([N+:17]([O-:19])=[O:18])=[CH:13][CH:14]=[C:15]([Cl:16])[C:10]=1[CH2:9][NH:8][C:21]1[CH:22]=[CH:23][CH:24]=[C:25]2[C:30]=1[N:29]=[C:28]([CH3:31])[CH:27]=[CH:26]2 |f:1.2,3.4.5|. Procedure details: 8-(N-tert-Butoxycarbonyl-N-(2,6-dichloro-3-nitrobenzyl)amino]-2-methylquinoline (100 mg) was treated with 4M hydrogen chloride-ethyl acetate (2 ml) at ambient temperature for 40 minutes. The precipitate was collected by vacuum filtration and washed with ethyl acetate to give 8-[(2,6-dichloro-3-nitrobenzyl)amino]-2-methylquinoline dihydrochloride (88 mg) as pale yellow crystals. Starting materials: FC1=C(C=CC(=C1)F)[C@@]1(O[C@H]1C)CN1N=CN=C1 ((2R,3S)-2-(2,4-Difluorophenyl)-3-methyl-2-(1H-1,2,4-triazol-1-yl)methyloxirane), N1(N=NC=C1)C1=CC=C(C=C1)N1C(NC=C1)=O (1-[4-(1H-1,2,3-triazol-1-yl)phenyl]-2(1H,3H)-imidazolone), CN1C(CCC1)=O (1-methyl-2-pyrrolidone), [H-].[Na+] (sodium hydride). Solvent: C(C)(=O)OCC (ethyl acetate). Run at time 1 hour. The product is FC1=C(C=CC(=C1)F)[C@]([C@@H](C)N1C(N(C=C1)C1=CC=C(C=C1)N1N=NC=C1)=O)(CN1N=CN=C1)O (1-[(1R,2R)-2-(2,4-difluorophenyl)-2-hydroxy-1-methyl-3-(1H-1,2,4-triazol-1-yl)propyl]-3-[4-(1H-1,2,3-triazol-1-yl)phenyl]-2(1H,3H)-imidazolone). The yield is 38.1%. Reaction SMILES: [N:1]1([C:6]2[CH:11]=[CH:10][C:9]([N:12]3[CH:16]=[CH:15][NH:14][C:13]3=[O:17])=[CH:8][CH:7]=2)[CH:5]=[CH:4][N:3]=[N:2]1.CN1CCCC1=O.[H-].[Na+].[F:27][C:28]1[CH:33]=[C:32]([F:34])[CH:31]=[CH:30][C:29]=1[C@@:35]1([CH2:39][N:40]2[CH:44]=[N:43][CH:42]=[N:41]2)[C@H:37]([CH3:38])[O:36]1>C(OCC)(=O)C>[F:27][C:28]1[CH:33]=[C:32]([F:34])[CH:31]=[CH:30][C:29]=1[C@@:35]([OH:36])([CH2:39][N:40]1[CH:44]=[N:43][CH:42]=[N:41]1)[C@H:37]([N:14]1[CH:15]=[CH:16][N:12]([C:9]2[CH:10]=[CH:11][C:6]([N:1]3[CH:5]=[CH:4][N:3]=[N:2]3)=[CH:7][CH:8]=2)[C:13]1=[O:17])[CH3:38] |f:2.3|. Procedure: To a mixture of 1-[4-(1H-1,2,3-triazol-1-yl)phenyl]-2(1H,3H)-imidazolone (2.72 g) and 1-methyl-2-pyrrolidone (100 ml) was added sodium hydride (70% in oil, 0.40 g), and the mixture was stirred at room temperature for 1 hour. (2R,3S)-2-(2,4-Difluorophenyl)-3-methyl-2-(1H-1,2,4-triazol-1-yl)methyloxirane (2.51 g) was added thereto, and the mixture was stirred at 100° C. for 8 hours under an argon atmosphere. After cooling, the reaction solution was diluted with ethyl acetate (400 ml), and washed w... Reactants: IC1=CC=C(C=C1)C(C)(C(C)C)O (2-(4-iodophenyl)-3-methylbutan-2-ol), CC=1C=CC(=CC1)S(=O)(=O)O (p-TSA), C1(=CC=CC=C1)O (phenol). Yields the product IC1=CC=C(C=C1)C(C(C)C)(C)C1=CC=C(C=C1)O (4-[1-(4-iodophenyl)-1,2-dimethylpropyl]phenol). As a reaction SMILES: [I:1][C:2]1[CH:7]=[CH:6][C:5]([C:8](O)([CH:10]([CH3:12])[CH3:11])[CH3:9])=[CH:4][CH:3]=1.CC1C=CC(S(O)(=O)=O)=CC=1.[C:25]1([OH:31])[CH:30]=[CH:29][CH:28]=[CH:27][CH:26]=1>>[I:1][C:2]1[CH:7]=[CH:6][C:5]([C:8]([C:28]2[CH:29]=[CH:30][C:25]([OH:31])=[CH:26][CH:27]=2)([CH3:9])[CH:10]([CH3:12])[CH3:11])=[CH:4][CH:3]=1. Procedure: A mixture of 5a (56.0 g, 193 mmol), p-TSA (36.0 g, 193 mmol) and phenol (25.0 g, 251 mmol) was heated to 95 for 1 h. After cooling to room temperature, the reaction mixture was partitioned between DCM and water. The separated organic phase was washed with water, three times with saturated aqueous sodium bicarbonate, brine, dried (MgSO4) and concentrated in vacuo to afford the title compound 5b. This was used without further purification in the subsequent step. Starting materials: C(C)OC(CC(CCOC1OCCCC1)(C1=CC2=CC=CC=C2C=C1)C#N)=O (3-cyano-3-naphthalen-2-yl-5-(tetrahydro-pyran-2-yloxy)-pentanoic acid ethyl ester). The reagents and catalysts are [Ni] (Raney nickel). Product: C1=C(C=CC2=CC=CC=C12)C1(CC(NC1)=O)CCOC1OCCCC1 (4-naphthalen-2-yl-4-[2(tetrahydro-pyran-2-yloxy)-ethyl]-pyrrolidin-2-one). The yield is 57.8%. RXN SMILES: C([O:3][C:4](=O)[CH2:5][C:6]([C:26]#[N:27])([C:16]1[CH:25]=[CH:24][C:23]2[C:18](=[CH:19][CH:20]=[CH:21][CH:22]=2)[CH:17]=1)[CH2:7][CH2:8][O:9][CH:10]1[CH2:15][CH2:14][CH2:13][CH2:12][O:11]1)C>[Ni]>[CH:17]1[C:18]2[C:23](=[CH:22][CH:21]=[CH:20][CH:19]=2)[CH:24]=[CH:25][C:16]=1[C:6]1([CH2:7][CH2:8][O:9][CH:10]2[CH2:15][CH2:14][CH2:13][CH2:12][O:11]2)[CH2:26][NH:27][C:4](=[O:3])[CH2:5]1. Procedure details: 3-Cyano-3-naphthalen-2-yl-5-(tetrahydro-pyran-2-yloxy)-pentanoic acid ethyl ester (003F143) (1.6154 g, 4.23 mmol) was hydrogenated at 40 psi over Raney nickel (10g) for 16 hours. The slurry was filtered and the filtrate was concentrated in vacuo. The residue was chromatographed on silica gel with a gradient from 50% ethyl acetate in hexane to 5% methanol in dichloromethane to give 0.8305 g (83%) of the title compound. Reactants: COC([C@H](CC1=C(C=C(C=C1)OCC1=CC=CC=C1)C(F)(F)F)OCC)=O ((2S)-3-(4-benzyloxy-2-trifluoromethyl-phenyl)-2-ethoxy-propionic acid methyl ester). Reagents/catalysts: [Pd] (palladium on charcoal). Yields the product COC([C@H](CC1=C(C=C(C=C1)O)C(F)(F)F)OCC)=O ((2S)-2-ethoxy-3-(4-hydroxy-2-trifluoromethyl-phenyl)-propionic acid methyl ester). RXN SMILES: [CH3:1][O:2][C:3](=[O:27])[C@@H:4]([O:24][CH2:25][CH3:26])[CH2:5][C:6]1[CH:11]=[CH:10][C:9]([O:12]CC2C=CC=CC=2)=[CH:8][C:7]=1[C:20]([F:23])([F:22])[F:21]>[Pd]>[CH3:1][O:2][C:3](=[O:27])[C@@H:4]([O:24][CH2:25][CH3:26])[CH2:5][C:6]1[CH:11]=[CH:10][C:9]([OH:12])=[CH:8][C:7]=1[C:20]([F:23])([F:21])[F:22]. Reported procedure: In analogy to the procedure described in example 1 d], (2S)-3-(4-benzyloxy-2-trifluoromethyl-phenyl)-2-ethoxy-propionic acid methyl ester was hydrogenated over 10% palladium on charcoal to give (2S)-2-ethoxy-3-(4-hydroxy-2-trifluoromethyl-phenyl)-propionic acid methyl ester as yellow solid. Reactants: O=C(CBr)OCc1ccccc1, C[Si](C)(C)[N-][Si](C)(C)C, [Li+], C1CCOC1, CC(C)(C)[Si](OCCC1=CCC(=O)N(c2ccccc2)CC1)(c1ccccc1)c1ccccc1. Yields the product CC(C)(C)[Si](OCCC1=CC(CC(=O)OCc2ccccc2)C(=O)N(c2ccccc2)CC1)(c1ccccc1)c1ccccc1. As a reaction SMILES: [Br:45][CH2:46][C:47](=[O:48])[O:49][CH2:50][c:51]1[cH:52][cH:53][cH:54][cH:55][cH:56]1.[CH3:35][Si:36]([N-:37][Si:38]([CH3:39])([CH3:40])[CH3:41])([CH3:42])[CH3:43].[Li+:44].[O:57]1[CH2:58][CH2:59][CH2:60][CH2:61]1.[c:1]1([N:7]2[C:8](=[O:34])[CH2:9][CH:10]=[C:11]([CH2:14][CH2:15][O:16][Si:17]([c:18]3[cH:19][cH:20][cH:21][cH:22][cH:23]3)([c:24]3[cH:25][cH:26][cH:27][cH:28][cH:29]3)[C:30]([CH3:31])([CH3:32])[CH3:33])[CH2:12][CH2:13]2)[cH:2][cH:3][cH:4][cH:5][cH:6]1>>[c:1]1([N:7]2[C:8](=[O:34])[CH:9]([CH2:46][C:47](=[O:48])[O:49][CH2:50][c:51]3[cH:52][cH:53][cH:54][cH:55][cH:56]3)[CH:10]=[C:11]([CH2:14][CH2:15][O:16][Si:17]([c:18]3[cH:19][cH:20][cH:21][cH:22][cH:23]3)([c:24]3[cH:25][cH:26][cH:27][cH:28][cH:29]3)[C:30]([CH3:31])([CH3:32])[CH3:33])[CH2:12][CH2:13]2)[cH:2][cH:3][cH:4][cH:5][cH:6]1. Reactants: CC(=O)O, O=C(CCc1ccc(Cl)cc1)NCC1CCc2c(ncn2C(c2ccccc2)(c2ccccc2)c2ccccc2)C1, O=C(CCc1ccc(Cl)cc1)NCC1CCc2ncn(C(c3ccccc3)(c3ccccc3)c3ccccc3)c2C1, O. Yields the product O=C(CCc1ccc(Cl)cc1)NCC1CCc2[nH]cnc2C1. As a reaction SMILES: [CH3:83][C:84](=[O:85])[OH:86].[Cl:1][c:2]1[cH:3][cH:4][c:5]([CH2:8][CH2:9][C:10](=[O:11])[NH:12][CH2:13][CH:14]2[CH2:15][c:16]3[c:17]([n:18]([C:21]([c:22]4[cH:23][cH:24][cH:25][cH:26][cH:27]4)([c:28]4[cH:29][cH:30][cH:31][cH:32][cH:33]4)[c:34]4[cH:35][cH:36][cH:37][cH:38][cH:39]4)[cH:19][n:20]3)[CH2:40][CH2:41]2)[cH:6][cH:7]1.[Cl:42][c:43]1[cH:44][cH:45][c:46]([CH2:47][CH2:48][C:49]([NH:50][CH2:51][CH:52]2[CH2:53][CH2:54][c:55]3[n:56][cH:57][n:58]([C:59]([c:60]4[cH:61][cH:62][cH:63][cH:64][cH:65]4)([c:66]4[cH:67][cH:68][cH:69][cH:70][cH:71]4)[c:72]4[cH:73][cH:74][cH:75][cH:76][cH:77]4)[c:78]3[CH2:79]2)=[O:80])[cH:81][cH:82]1.[OH2:87]>>[Cl:1][c:2]1[cH:3][cH:4][c:5]([CH2:8][CH2:9][C:10](=[O:11])[NH:12][CH2:13][CH:14]2[CH2:15][c:16]3[c:17]([nH:18][cH:19][n:20]3)[CH2:40][CH2:41]2)[cH:6][cH:7]1. Product: ClC1=CC=C(C=C1)C=1N=C(SC1)NC1=NC(=NC2=CC=C(C=C12)OC)C=1C=NC=CC1 (4-(4-chlorophenyl)-N-(6-methoxy-2-(pyridin-3-yl)quinazolin-4-yl)thiazol-2-amine). Run in CC(=O)N(C)C (DMA). Procedure details: (The method G13 is representative of method G12 also. This method can be implemented in a similar way except for substitution of the appropriate base, solvent and temperature) To a suspension of 4-chloro-6-methoxy-2-(pyridine-3-yl)quinazoline (645.2 mg, 2.375 mmol) and 2-amino-4-(4-chlorophenyl)thiazole (1050 mg, 4.98 mmol) in DMA (40 mL) was added Cs2CO3 (2430 mg, 7.46 mmol) at room temperature. The mixture was stirred at 80° C. for 9.5 h. Water was added and a precipitate formed which was coll... RXN SMILES: Cl[C:2]1[C:11]2[C:6](=[CH:7][CH:8]=[C:9]([O:12][CH3:13])[CH:10]=2)[N:5]=[C:4]([C:14]2[CH:15]=[N:16][CH:17]=[CH:18][CH:19]=2)[N:3]=1.[NH2:20][C:21]1[S:22][CH:23]=[C:24]([C:26]2[CH:31]=[CH:30][C:29]([Cl:32])=[CH:28][CH:27]=2)[N:25]=1.C([O-])([O-])=O.[Cs+].[Cs+].O>CC(N(C)C)=O>[Cl:32][C:29]1[CH:28]=[CH:27][C:26]([C:24]2[N:25]=[C:21]([NH:20][C:2]3[C:11]4[C:6](=[CH:7][CH:8]=[C:9]([O:12][CH3:13])[CH:10]=4)[N:5]=[C:4]([C:14]4[CH:15]=[N:16][CH:17]=[CH:18][CH:19]=4)[N:3]=3)[S:22][CH:23]=2)=[CH:31][CH:30]=1 |f:2.3.4|. The yield is 36.2%. Run at temperature 80 celsius, time 9.5 hour. The reactants are O (Water), ClC1=NC(=NC2=CC=C(C=C12)OC)C=1C=NC=CC1 (4-chloro-6-methoxy-2-(pyridine-3-yl)quinazoline), NC=1SC=C(N1)C1=CC=C(C=C1)Cl (2-amino-4-(4-chlorophenyl)thiazole), C(=O)([O-])[O-].[Cs+].[Cs+] (Cs2CO3).